From a dataset of the Open Reaction Database (ORD), a public repository of structured organic reaction records. describe an organic reaction: reactants, conditions, products, and yield The reactants are CSC, CC#N, COS(=O)(=O)OC, C=CC(C)(C)C(=O)COc1ccc(-c2ccccc2)cc1. Product: C=CC(C)(C)C1(COc2ccc(-c3ccccc3)cc2)CO1. RXN SMILES: [CH3:1][S:2][CH3:3].[CH3:32][C:33]#[N:34].[CH3:4][O:5][S:6](=[O:7])(=[O:8])[O:9][CH3:10].[c:11]1(-[c:26]2[cH:27][cH:28][cH:29][cH:30][cH:31]2)[cH:12][cH:13][c:14]([O:17][CH2:18][C:19]([C:20]([CH:21]=[CH2:22])([CH3:23])[CH3:24])=[O:25])[cH:15][cH:16]1>>[O:9]1[CH2:10][C:19]1([CH2:18][O:17][c:14]1[cH:13][cH:12][c:11](-[c:26]2[cH:27][cH:28][cH:29][cH:30][cH:31]2)[cH:16][cH:15]1)[C:20]([CH:21]=[CH2:22])([CH3:23])[CH3:24]. The reactants are Cl.COC(=O)C=1NC2=C(C=CC(=C2C1)C(CNC(C)C)=O)O (7-hydroxy-4-isopropylaminoacetylindole-2-carboxylic acid methyl ester hydrochloride), [H][H] (hydrogen). The reagents and catalysts are [Pd] (palladium). Solvent: CO (methanol). Conditions: temperature 0 celsius. The product is COC(=O)C=1NC2=C(C=CC(=C2C1)C(CNC(C)C)O)O (4-(1-hydroxy-2-isopropylaminoethyl)-7-hydroxyindole-2-carboxylic acid methyl ester). Isolated yield 98.5%. Reaction SMILES: Cl.[CH3:2][O:3][C:4]([C:6]1[NH:7][C:8]2[C:13]([CH:14]=1)=[C:12]([C:15](=[O:21])[CH2:16][NH:17][CH:18]([CH3:20])[CH3:19])[CH:11]=[CH:10][C:9]=2[OH:22])=[O:5].[H][H]>CO.[Pd]>[CH3:2][O:3][C:4]([C:6]1[NH:7][C:8]2[C:13]([CH:14]=1)=[C:12]([CH:15]([OH:21])[CH2:16][NH:17][CH:18]([CH3:20])[CH3:19])[CH:11]=[CH:10][C:9]=2[OH:22])=[O:5] |f:0.1|. Reported procedure: A solution of 1.6 g of 7-hydroxy-4-isopropylaminoacetylindole-2-carboxylic acid methyl ester hydrochloride in 80 ml of methanol is combined with 300 mg of 10% palladium-animal charcoal and shaken for 21/4 hours under normal pressure with hydrogen. The reaction mixture is then filtered and the filtrate evaporated to dryness under vacuum. The residue is triturated with acetonitrile, cooled to 0° C., and filtered, thus obtaining 1.41 g of 4-(1-hydroxy-2-isopropylaminoethyl)-7-hydroxyindole-2-carbox... Reactants: Cl.N[C@H](CC(=O)O)CC1=CC=C(C=C1)C(F)(F)F ((S)-3-Amino-4-(4-(trifluoromethyl)phenyl)butanoic acid hydrochloride), [BH4-].[Na+] (NaBH4), II (I2). Run in C1CCOC1 (THF), C1CCOC1 (THF). Reaction conditions: temperature 0 celsius, time 3 hour. The product is N[C@H](CCO)CC1=CC=C(C=C1)C(F)(F)F ((S)-3-Amino-4-(4-(trifluoromethyl)phenyl)butan-1-ol). Reaction SMILES: Cl.[NH2:2][C@@H:3]([CH2:8][C:9]1[CH:14]=[CH:13][C:12]([C:15]([F:18])([F:17])[F:16])=[CH:11][CH:10]=1)[CH2:4][C:5](O)=[O:6].[BH4-].[Na+].II>C1COCC1>[NH2:2][C@@H:3]([CH2:8][C:9]1[CH:14]=[CH:13][C:12]([C:15]([F:16])([F:17])[F:18])=[CH:11][CH:10]=1)[CH2:4][CH2:5][OH:6] |f:0.1,2.3|. Reported procedure: (S)-3-Amino-4-(4-(trifluoromethyl)phenyl)butanoic acid hydrochloride (950 mg, 3.84 mmol) and NaBH4 (362 mg, 9.6 mmol) were dissolved in 20 mL THF and cooled to 0° C. A solution of I2 (974 mg, 3.84 mmol) in 5 mL THF was added at 0° C. over a period of 20 minutes. The cooling bath was removed and the reaction was heated at reflux over night. The reaction was cooled to room temperature and carefully hydrolyzed with MeOH until gas evolution ceased. The clear solution was evaporated in vacuo, 20 mL K...